From a dataset of the Open Reaction Database (ORD), a public repository of structured organic reaction records. describe an organic reaction: reactants, conditions, products, and yield Reactants: BrCCCCOC=1C=C2CCC(NC2=CC1)=O (6-(4-bromo-butoxy)-3,4-dihydro-carbostyril), COC=1C=C(C=CC1)S (3-methoxy-thiophenol). Yields the product COC=1C=C(C=CC1)SCCCCOC=1C=C2CCC(NC2=CC1)=O (6-[4-(3-Methoxyphenyl-mercapto)-butoxy]-3,4-dihydro-carbostyril). As a reaction SMILES: Br[CH2:2][CH2:3][CH2:4][CH2:5][O:6][C:7]1[CH:8]=[C:9]2[C:14](=[CH:15][CH:16]=1)[NH:13][C:12](=[O:17])[CH2:11][CH2:10]2.[CH3:18][O:19][C:20]1[CH:21]=[C:22]([SH:26])[CH:23]=[CH:24][CH:25]=1>>[CH3:18][O:19][C:20]1[CH:21]=[C:22]([S:26][CH2:2][CH2:3][CH2:4][CH2:5][O:6][C:7]2[CH:8]=[C:9]3[C:14](=[CH:15][CH:16]=2)[NH:13][C:12](=[O:17])[CH2:11][CH2:10]3)[CH:23]=[CH:24][CH:25]=1. Procedure: Prepared analogous to Example 1 from 6-(4-bromo-butoxy)-3,4-dihydro-carbostyril (m.p. 142°-147° C.) and 3-methoxy-thiophenol. Yields the product CC(C)(C)OC(=O)NC1C2C=CC(C2)C1C(=O)O. As a reaction SMILES: [C:1]([CH3:2])([CH3:3])([CH3:4])[O:5][C:6](=[O:7])[N:8]1[CH:9]2[CH:10]3[CH:11]=[CH:12][CH:13]([CH:14]2[C:15]1=[O:16])[CH2:17]3.[Cl:27][CH2:28][Cl:29].[ClH:25].[Li+:23].[O:18]1[CH2:19][CH2:20][CH2:21][CH2:22]1.[OH-:24].[OH2:26]>>[C:1]([CH3:2])([CH3:3])([CH3:4])[O:5][C:6](=[O:7])[NH:8][CH:9]1[CH:10]2[CH:11]=[CH:12][CH:13]([CH:14]1[C:15](=[O:16])[OH:18])[CH2:17]2. Reactants: CC(C)(C)OC(=O)N1C(=O)C2C3C=CC(C3)C21, ClCCl, Cl, [Li+], C1CCOC1, [OH-], O. Yields the product CC(=O)N(CCN1CCOCC1)c1ccc(NC(=C2C(=O)Nc3ccc([N+](=O)[O-])cc32)c2ccccc2)cc1. As a reaction SMILES: [C:37]([CH3:38])(=[O:39])[Cl:40].[Cl:41][CH2:42][Cl:43].[O:1]1[CH2:2][CH2:3][N:4]([CH2:7][CH2:8][NH:9][c:10]2[cH:11][cH:12][c:13]([NH:16][C:17]([c:18]3[cH:19][cH:20][cH:21][cH:22][cH:23]3)=[C:24]3[C:25](=[O:36])[NH:26][c:27]4[cH:28][cH:29][c:30]([N+:33](=[O:34])[O-:35])[cH:31][c:32]43)[cH:14][cH:15]2)[CH2:5][CH2:6]1>>[O:1]1[CH2:2][CH2:3][N:4]([CH2:7][CH2:8][N:9]([c:10]2[cH:11][cH:12][c:13]([NH:16][C:17]([c:18]3[cH:19][cH:20][cH:21][cH:22][cH:23]3)=[C:24]3[C:25](=[O:36])[NH:26][c:27]4[cH:28][cH:29][c:30]([N+:33](=[O:34])[O-:35])[cH:31][c:32]43)[cH:14][cH:15]2)[C:37]([CH3:38])=[O:39])[CH2:5][CH2:6]1. Starting materials: CC(=O)Cl, ClCCl, O=C1Nc2ccc([N+](=O)[O-])cc2C1=C(Nc1ccc(NCCN2CCOCC2)cc1)c1ccccc1. Reactants: CC(C)OC(=O)/N=N/C(=O)OC(C)C (DIAD), NC1=CC(=NN1C=1C=C(C=CC1)O)C(C)(C)C (3-(5-amino-3-tert-butyl-1H-pyrazol-1-yl)phenol), O1C(CCCC1)OCCO (2-(tetrahydro-pyran-2-yloxy)-ethanol), C1(=CC=CC=C1)P(C1=CC=CC=C1)C1=CC=CC=C1 (triphenylphosphine). Run in C1CCOC1 (THF). Product: C(C)(C)(C)C=1C=C(N(N1)C1=CC(=CC=C1)OCCOC1OCCCC1)N (5-tert-Butyl-2-{3-[2-(tetrahydro-pyran-2-yloxy)-ethoxy]-phenyl}-2H-pyrazol-3-ylamine). Reaction SMILES: CC(OC(/N=N/C(OC(C)C)=O)=O)C.[NH2:15][C:16]1[N:20]([C:21]2[CH:22]=[C:23]([OH:27])[CH:24]=[CH:25][CH:26]=2)[N:19]=[C:18]([C:28]([CH3:31])([CH3:30])[CH3:29])[CH:17]=1.[O:32]1[CH2:37][CH2:36][CH2:35][CH2:34][CH:33]1[O:38][CH2:39][CH2:40]O.C1(P(C2C=CC=CC=2)C2C=CC=CC=2)C=CC=CC=1>C1COCC1>[C:28]([C:18]1[CH:17]=[C:16]([NH2:15])[N:20]([C:21]2[CH:26]=[CH:25][CH:24]=[C:23]([O:27][CH2:40][CH2:39][O:38][CH:33]3[CH2:34][CH2:35][CH2:36][CH2:37][O:32]3)[CH:22]=2)[N:19]=1)([CH3:31])([CH3:30])[CH3:29]. Procedure details: DIAD (847 μL, 4.32 mmol) was added slowly to a solution of 3-(5-amino-3-tert-butyl-1H-pyrazol-1-yl)phenol (for reference procedure see US 2006/35922, which is incorporated herein by reference in its entirety; 500 mg, 2.16 mmol), 2-(tetrahydro-pyran-2-yloxy)-ethanol (439 μL, 3.25 mmol), and triphenylphosphine (1.13 g, 4.32 mmol) in THF (10.0 mL) and stirred for 72 h. The reaction mixture was partitioned between EtOAc (75 mL) and H2O (75 mL), and the aqueous layer extracted with EtOAc (3×). The co... The reactants are COC1=C(C=C(C=C1)OC)SC=1NC2=NC=NC(=C2N1)N (8-(2,5-dimethoxy-phenylsulfanyl)-9H-purin-6-ylamine), ClCCC1=CC=NC=C1 (4-(2-chloro-ethyl)-pyridine). Product: COC1=C(C=C(C=C1)OC)SC=1N(C2=NC=NC(=C2N1)N)CCC1=CC=NC=C1 (8-(2,5-Dimethoxy-phenylsulfanyl)-9-(2-pyridin-4-yl-ethyl)-9H-purin-6-ylamine). As a reaction SMILES: [CH3:1][O:2][C:3]1[CH:8]=[CH:7][C:6]([O:9][CH3:10])=[CH:5][C:4]=1[S:11][C:12]1[NH:13][C:14]2[C:19]([N:20]=1)=[C:18]([NH2:21])[N:17]=[CH:16][N:15]=2.Cl[CH2:23][CH2:24][C:25]1[CH:30]=[CH:29][N:28]=[CH:27][CH:26]=1>>[CH3:1][O:2][C:3]1[CH:8]=[CH:7][C:6]([O:9][CH3:10])=[CH:5][C:4]=1[S:11][C:12]1[N:13]([CH2:23][CH2:24][C:25]2[CH:30]=[CH:29][N:28]=[CH:27][CH:26]=2)[C:14]2[C:19]([N:20]=1)=[C:18]([NH2:21])[N:17]=[CH:16][N:15]=2. Procedure details: The title compound was prepared from 8-(2,5-dimethoxy-phenylsulfanyl)-9H-purin-6-ylamine and 4-(2-chloro-ethyl)-pyridine by a procedure similar to examples 1 and 2. The compound was purified by preparative HPLC. 1H NMR (CD3OD) δ 8.68 (d, J=6.4 Hz, 2H), 8.27 (s, 1H), 7.84 (d, J=6.4 Hz, 2H), 7.06-6.98 (m, 3H), 4.75 (t, J=6.8 Hz, 2H), 3.75 (s, 3H), 3.74 (s, 3H), 3.53 (t, J=6.8 Hz, 2H); LC-MS [M+H]+ 409.1. RXN SMILES: [C:1]([C:3]1([CH3:12])[CH2:8][C:7]([CH3:10])([CH3:9])[CH2:6][C:5](=O)[CH2:4]1)#[N:2].[NH3:13]>>[C:1]([C:3]1([CH3:12])[CH2:8][C:7]([CH3:10])([CH3:9])[CH2:6][C:5](=[NH:13])[CH2:4]1)#[N:2]. The product is C(#N)C1(CC(CC(C1)(C)C)=N)C (3-cyano-3,5,5-trimethylcyclohexanone imine). Reported procedure: imination of 3-cyano-3,5,5-trimethylcyclohexanone with ammonia in the presence of an imination catalyst at temperatures ranging from 20° to 150° C. and pressures ranging from 1.5 to 30 MPa to form 3-cyano-3,5,5-trimethylcyclohexanone imine followed by Starting materials: C(#N)C1(CC(CC(C1)(C)C)=O)C (3-cyano-3,5,5-trimethylcyclohexanone), N (ammonia). The reactants are S(=O)(=O)(Cl)Cl (sulfuryl chloride), resultant mixture, O=C1N(CC1N1C(C=2C(C1=O)=CC=CC2)=O)C(C(=S)OC)CC2=CC=CC=C2 (Methyl 2-(2-oxo-3-phthalimido-1-azetidinyl)-3-phenylthiopropionate), N1=CC=CC=C1 (pyridine). Solvent: ClCCl (dichloromethane), ClCCl (dichloromethane). Yields the product O=C1N(CC1N1C(C=2C(C1=O)=CC=CC2)=O)C(C(=S)OC)=CC2=CC=CC=C2 (methyl 2-(2-oxo-3-phthalimido-1-azetidinyl)-3-phenylthioacrylate). RXN SMILES: [O:1]=[C:2]1[CH:5]([N:6]2[C:10](=[O:11])[C:9]3=[CH:12][CH:13]=[CH:14][CH:15]=[C:8]3[C:7]2=[O:16])[CH2:4][N:3]1[CH:17]([CH2:22][C:23]1[CH:28]=[CH:27][CH:26]=[CH:25][CH:24]=1)[C:18]([O:20][CH3:21])=[S:19].N1C=CC=CC=1.S(Cl)(Cl)(=O)=O>ClCCl>[O:1]=[C:2]1[CH:5]([N:6]2[C:7](=[O:16])[C:8]3=[CH:15][CH:14]=[CH:13][CH:12]=[C:9]3[C:10]2=[O:11])[CH2:4][N:3]1[C:17](=[CH:22][C:23]1[CH:28]=[CH:27][CH:26]=[CH:25][CH:24]=1)[C:18]([O:20][CH3:21])=[S:19]. Procedure details: Methyl 2-(2-oxo-3-phthalimido-1-azetidinyl)-3-phenylthiopropionate (5.1 g.) and pyridine (4.0 g.) were dissolved in dichloromethane (100 ml.), and to the solution, there was added dichloromethane (20 ml.) solution containing sulfuryl chloride (2.0 g.) at 35° to 40° C. in the source of 70 minutes with stirring. The stirring was continued at the same temperature for an hour. After the reaction, the reaction mixture was evaporated to dryness under reduced pressure. Ethyl acetate (100 ml.) and water... Reactants: C(C)N(CC)CC1=CC2=C(CN(CC2)C(C2=CC=C(C=C2)C(C2=CC=CC=C2)=O)=O)O1 (N,N-Diethyl-[6-(4-benzoylbenzoyl)-4,5,6,7-tetrahydrofuro[2,3-c]pyridin-2-ylmethyl]amine), Cl (hydrogen chloride). Solvent: CO (methanol), CO (methanol). Yields the product Cl.C(C)N(CC)CC1=CC2=C(CN(CC2)C(C2=CC=C(C=C2)C(C2=CC=CC=C2)=O)=O)O1 (N,N-diethyl-[6-(4-benzoylbenzoyl)-4,5,6,7-tetrahydrofuro[2,3-c]pyridin-2-ylmethyl]amine hydrochloride). As a reaction SMILES: [CH2:1]([N:3]([CH2:6][C:7]1[O:31][C:10]2[CH2:11][N:12]([C:15](=[O:30])[C:16]3[CH:21]=[CH:20][C:19]([C:22](=[O:29])[C:23]4[CH:28]=[CH:27][CH:26]=[CH:25][CH:24]=4)=[CH:18][CH:17]=3)[CH2:13][CH2:14][C:9]=2[CH:8]=1)[CH2:4][CH3:5])[CH3:2].[ClH:32]>CO>[ClH:32].[CH2:1]([N:3]([CH2:6][C:7]1[O:31][C:10]2[CH2:11][N:12]([C:15](=[O:30])[C:16]3[CH:21]=[CH:20][C:19]([C:22](=[O:29])[C:23]4[CH:28]=[CH:27][CH:26]=[CH:25][CH:24]=4)=[CH:18][CH:17]=3)[CH2:13][CH2:14][C:9]=2[CH:8]=1)[CH2:4][CH3:5])[CH3:2] |f:3.4|. Procedure: N,N-Diethyl-[6-(4-benzoylbenzoyl)-4,5,6,7-tetrahydrofuro[2,3-c]pyridin-2-ylmethyl]amine 0.423 g was dissolved in 2 ml of methanol; hydrogen chloride in methanol was added in excess, followed by stirring. This mixture was concentrated to yield the desired product.